describe an organic reaction: reactants, conditions, products, and yield From a dataset of the Open Reaction Database (ORD), a public repository of structured organic reaction records. The reactants are FC1(CCC(CC1)CNC(=O)C=1C=2C=CC(=NC2C=CC1Cl)Cl)F (2,6-dichloro-quinoline-5-carboxylic acid (4,4-difluoro-cyclohexylmethyl)-amide), CCN(C(C)C)C(C)C (DIPEA), CN[C@@H]1CNCC1 ((S)-3-methylaminopyrrolidine). Product: FC1(CCC(CC1)CNC(=O)C=1C=2C=CC(=NC2C=CC1Cl)N1C[C@H](CC1)NC)F (6-Chloro-2-((S)-3-methylamino-pyrrolidin-1-yl)-quinoline-5-carboxylic acid (4,4-difluoro-cyclohexylmethyl)-amide). As a reaction SMILES: [F:1][C:2]1([F:24])[CH2:7][CH2:6][CH:5]([CH2:8][NH:9][C:10]([C:12]2[C:13]3[CH:14]=[CH:15][C:16](Cl)=[N:17][C:18]=3[CH:19]=[CH:20][C:21]=2[Cl:22])=[O:11])[CH2:4][CH2:3]1.CCN(C(C)C)C(C)C.[CH3:34][NH:35][C@H:36]1[CH2:40][CH2:39][NH:38][CH2:37]1>>[F:1][C:2]1([F:24])[CH2:7][CH2:6][CH:5]([CH2:8][NH:9][C:10]([C:12]2[C:13]3[CH:14]=[CH:15][C:16]([N:38]4[CH2:39][CH2:40][C@H:36]([NH:35][CH3:34])[CH2:37]4)=[N:17][C:18]=3[CH:19]=[CH:20][C:21]=2[Cl:22])=[O:11])[CH2:4][CH2:3]1. Procedure details: The title compound was synthesized according to the procedure described in example 1 using 2,6-dichloro-quinoline-5-carboxylic acid (4,4-difluoro-cyclohexylmethyl)-amide, DIPEA and (S)-3-methylaminopyrrolidine. 1H NMR (400 MHz, DMSO-d6) δ ppm 7.75 (1H), 7.48 (2H), 6.69 (1H), 3.66 (m, 2H), 3.49 (m, 2H), 3.32 (m, 2H), 2.36 (s, 3H), 2.06 (m, 2H), 1.85 (m, 2H), 1.74-1.76 (m, 5H), 1.27-1.30 (m, 2H). m/z: 437 [M+H] Reactants: ClCCl, Cc1c(F)cccc1C(=O)Nc1ccc(C(=O)Cl)cc1Cl, CCN(C(C)C)C(C)C, c1ccc2c(c1)CNc1ccccc1C2. Yields the product Cc1c(F)cccc1C(=O)Nc1ccc(C(=O)N2Cc3ccccc3Cc3ccccc32)cc1Cl. As a reaction SMILES: [CH2:46]([Cl:47])[Cl:48].[CH3:25][c:26]1[c:27]([C:28](=[O:29])[NH:30][c:31]2[c:32]([Cl:40])[cH:33][c:34]([C:35](=[O:36])[Cl:37])[cH:38][cH:39]2)[cH:41][cH:42][cH:43][c:44]1[F:45].[CH:16]([N:17]([CH2:18][CH3:19])[CH:20]([CH3:21])[CH3:22])([CH3:23])[CH3:24].[cH:1]1[cH:2][cH:3][cH:4][c:5]2[c:11]1[CH2:10][c:9]1[c:8]([cH:15][cH:14][cH:13][cH:12]1)[CH2:7][NH:6]2>>[cH:1]1[cH:2][cH:3][cH:4][c:5]2[c:11]1[CH2:10][c:9]1[c:8]([cH:15][cH:14][cH:13][cH:12]1)[CH2:7][N:6]2[C:35]([c:34]1[cH:33][c:32]([Cl:40])[c:31]([NH:30][C:28]([c:27]2[c:26]([CH3:25])[c:44]([F:45])[cH:43][cH:42][cH:41]2)=[O:29])[cH:39][cH:38]1)=[O:36]. The reactants are CNC1CCCCC1NC, CCOC(C)=O, Cc1ccccc1, [Cu]I, OC(c1ccccc1I)C(F)(F)F, [K+], [K+], O=C([O-])[O-], c1ccc(-c2cc[nH]n2)cc1. Yields the product OC(c1ccccc1-n1ccc(-c2ccccc2)n1)C(F)(F)F. As a reaction SMILES: [CH3:31][NH:32][CH:33]1[CH2:34][CH2:35][CH2:36][CH2:37][CH:38]1[NH:39][CH3:40].[CH3:41][CH2:42][O:43][C:44](=[O:45])[CH3:46].[CH3:49][c:50]1[cH:51][cH:52][cH:53][cH:54][cH:55]1.[Cu:47][I:48].[F:1][C:2]([CH:3]([OH:4])[c:5]1[c:6]([I:11])[cH:7][cH:8][cH:9][cH:10]1)([F:12])[F:13].[K+:25].[K+:26].[O-:27][C:28]([O-:29])=[O:30].[c:14]1(-[c:20]2[n:21][nH:22][cH:23][cH:24]2)[cH:15][cH:16][cH:17][cH:18][cH:19]1>>[F:1][C:2]([CH:3]([OH:4])[c:5]1[c:6](-[n:22]2[n:21][c:20](-[c:14]3[cH:15][cH:16][cH:17][cH:18][cH:19]3)[cH:24][cH:23]2)[cH:7][cH:8][cH:9][cH:10]1)([F:12])[F:13].